Dataset: the Open Reaction Database (ORD), a public repository of structured organic reaction records. Task: describe an organic reaction: reactants, conditions, products, and yield Starting materials: C(C)OC(C)=O.Cl (hydrogen chloride ethyl acetate), C1(=CC=CC=C1)P(C1=CC=CC=C1)C1=CC=CC=C1 (Triphenyl phosphine), N(=NC(=O)OCC)C(=O)OCC (diethyl azodicarboxylate), OC1=CC(N(C2=CC=CC=C12)C)=O (4-hydroxy-1-methyl-1H-quinolin-2-one), N1=CC(=CC=C1)CCN(CCCO)CC1=CC=NC=C1 (3-[(2-pyridin-3-ylethyl)pyridin-4-ylmethylamino]propane-1-ol). Run in C(C)(=O)OCC (ethyl acetate), O1CCCC1 (tetrahydrofuran). Reaction conditions: time 8 hour. The product is Cl.Cl.Cl.CN1C(C=C(C2=CC=CC=C12)OCCCN(CC1=CC=NC=C1)CCC=1C=NC=CC1)=O (1-methyl-4-{3-[(2-pyridin-3-ylethyl)pyridin-4-ylmethylamino]propoxy}-1H-quinolin-2-one trihydrochloride). Reaction SMILES: C1(P(C2C=CC=CC=2)C2C=CC=CC=2)C=CC=CC=1.N(C(OCC)=O)=NC(OCC)=O.[OH:32][C:33]1[C:42]2[C:37](=[CH:38][CH:39]=[CH:40][CH:41]=2)[N:36]([CH3:43])[C:35](=[O:44])[CH:34]=1.[N:45]1[CH:50]=[CH:49][CH:48]=[C:47]([CH2:51][CH2:52][N:53]([CH2:58][C:59]2[CH:64]=[CH:63][N:62]=[CH:61][CH:60]=2)[CH2:54][CH2:55][CH2:56]O)[CH:46]=1.C(OC(=O)C)C.[ClH:71]>C(OCC)(=O)C.O1CCCC1>[ClH:71].[ClH:71].[ClH:71].[CH3:43][N:36]1[C:37]2[C:42](=[CH:41][CH:40]=[CH:39][CH:38]=2)[C:33]([O:32][CH2:56][CH2:55][CH2:54][N:53]([CH2:52][CH2:51][C:47]2[CH:46]=[N:45][CH:50]=[CH:49][CH:48]=2)[CH2:58][C:59]2[CH:64]=[CH:63][N:62]=[CH:61][CH:60]=2)=[CH:34][C:35]1=[O:44] |f:4.5,8.9.10.11|. Reported procedure: Triphenyl phosphine(102 mg) and diethyl azodicarboxylate(68 mg) were added to a tetrahydrofuran (THF) solution(5 ml) of 4-hydroxy-1-methyl-1H-quinolin-2-one(63 mg), and 3-[(2-pyridin-3-ylethyl)pyridin-4-ylmethylamino]propane-1-ol(81.4 mg). The mixture was stirred overnight. After the reaction mixture was condensed under reduced pressure, the residue was purified by silica gel column chromatography (dichloromethane: methanol=20:1→10:1). The purified product was condensed under reduced pressure. A... Starting materials: CCCC(C)C=O, O=C1CCCC1, [Pd]. Product: CCCC(C)CC1CCCC1=O. As a reaction SMILES: [CH3:7][CH:8]([CH:9]=[O:10])[CH2:11][CH2:12][CH3:13].[O:1]=[C:2]1[CH2:3][CH2:4][CH2:5][CH2:6]1.[Pd:14]>>[O:1]=[C:2]1[CH:3]([CH2:9][CH:8]([CH3:7])[CH2:11][CH2:12][CH3:13])[CH2:4][CH2:5][CH2:6]1.